This data is from the Open Reaction Database (ORD), a public repository of structured organic reaction records. The task is: describe an organic reaction: reactants, conditions, products, and yield Reactants: CO[SH](c1ccccc1)c1sc(C(=N)N)cc1-c1nc(-c2ccccc2)cs1, COC(=O)c1cc(-c2nc(-c3ccccc3)cs2)c([SH](OC)c2ccccc2)s1. The product is COc1sc(C(=N)N)cc1-c1nc(-c2ccccc2)cs1. As a reaction SMILES: [CH3:1][O:2][SH:3]([c:4]1[cH:5][cH:6][cH:7][cH:8][cH:9]1)[c:10]1[c:11](-[c:18]2[s:19][cH:20][c:21](-[c:23]3[cH:24][cH:25][cH:26][cH:27][cH:28]3)[n:22]2)[cH:12][c:13]([C:15](=[NH:16])[NH2:17])[s:14]1.[CH3:29][O:30][SH:31]([c:32]1[s:33][c:34]([C:35]([O:36][CH3:37])=[O:38])[cH:39][c:40]1-[c:41]1[s:42][cH:43][c:44](-[c:45]2[cH:46][cH:47][cH:48][cH:49][cH:50]2)[n:51]1)[c:52]1[cH:53][cH:54][cH:55][cH:56][cH:57]1>>[c:10]1([O:30][CH3:29])[c:11](-[c:18]2[s:19][cH:20][c:21](-[c:23]3[cH:24][cH:25][cH:26][cH:27][cH:28]3)[n:22]2)[cH:12][c:13]([C:15](=[NH:16])[NH2:17])[s:14]1. Starting materials: C(C=C)(=O)N (acrylic amide), C1=CC=CC=2SC3=CC=CC=C3NC12 (Phenothiazine), BrCCCCCCCCOC1=CC=CC=C1 ((8-bromooctyloxy)benzene), [OH-].[K+] (potassium hydroxide). The solvent is C1=CC=CC=C1 (benzene), CN(C=O)C (N,N-dimethylformamide), C1=CC=CC=C1 (Benzene). Product: O(C1=CC=CC=C1)CCCCCCCCNC(C=C)=O (N-(8-phenoxyoctyl)acrylic amide). Isolated yield 79.2%. Reaction SMILES: [C:1]([NH2:5])(=[O:4])[CH:2]=[CH2:3].Br[CH2:7][CH2:8][CH2:9][CH2:10][CH2:11][CH2:12][CH2:13][CH2:14][O:15][C:16]1[CH:21]=[CH:20][CH:19]=[CH:18][CH:17]=1.[OH-].[K+].C1C2NC3C(=CC=CC=3)SC=2C=CC=1>C1C=CC=CC=1.CN(C)C=O>[O:15]([CH2:14][CH2:13][CH2:12][CH2:11][CH2:10][CH2:9][CH2:8][CH2:7][NH:5][C:1](=[O:4])[CH:2]=[CH2:3])[C:16]1[CH:21]=[CH:20][CH:19]=[CH:18][CH:17]=1 |f:2.3|. Procedure details: Added to 20 ml of N,N-dimethylformamide were 0.62 g of acrylic amide and 2.0 g of (8-bromooctyloxy)benzene. With stirring, 0.49 g of flaky potassium hydroxide which had been ground in a mortar was added. Phenothiazine was added in an amount of 0.5% based on the acrylic amde. After they were reacted at 0°-5° C. for 6 hours, insoluble filtered off from the liquid reaction mixture. The solvent and unreacted raw materials were distilled off from the filtrate. The residue was extracted with benzene-w... Reactants: C(C)N(CCN1C(C2=C(CC1)NC(=C2C)C=O)=O)CC (5-(2-diethylamino-ethyl)-3-methyl-4-oxo-4,5,6,7-tetrahydro-1H-pyrrolo[3,2-c]pyridine-2-carbaldehyde), OCCC1=C2CC(NC2=CC=C1)=O (4-(2-hydroxy-ethyl)-1,3-dihydro-indol-2-one). The product is C(C)N(CCN1C(C2=C(CC1)NC(=C2C)C=C2C(NC1=CC=CC(=C21)CCO)=O)=O)CC (5-(2-diethylamino-ethyl)-2-[4-(2-hydroxy-ethyl)-2-oxo-1,2-dihydro-indol-3-ylidenemethyl]-3-methyl-1,5,6,7-tetrahydro-pyrrolo[3,2-c]pyridin-4-one). Yield: 35.0%. As a reaction SMILES: [CH2:1]([N:3]([CH2:19][CH3:20])[CH2:4][CH2:5][N:6]1[CH2:11][CH2:10][C:9]2[NH:12][C:13]([CH:16]=O)=[C:14]([CH3:15])[C:8]=2[C:7]1=[O:18])[CH3:2].[OH:21][CH2:22][CH2:23][C:24]1[CH:32]=[CH:31][CH:30]=[C:29]2[C:25]=1[CH2:26][C:27](=[O:33])[NH:28]2>>[CH2:1]([N:3]([CH2:19][CH3:20])[CH2:4][CH2:5][N:6]1[CH2:11][CH2:10][C:9]2[NH:12][C:13]([CH:16]=[C:26]3[C:25]4[C:29](=[CH:30][CH:31]=[CH:32][C:24]=4[CH2:23][CH2:22][OH:21])[NH:28][C:27]3=[O:33])=[C:14]([CH3:15])[C:8]=2[C:7]1=[O:18])[CH3:2]. Reported procedure: The title compound was prepared under the same conditions as described in Example 1 with 5-(2-diethylamino-ethyl)-3-methyl-4-oxo-4,5,6,7-tetrahydro-1H-pyrrolo[3,2-c]pyridine-2-carbaldehyde and 4-(2-hydroxy-ethyl)-1,3-dihydro-indol-2-one (prepared according to US2004186160) as starting materials to give 5-(2-diethylamino-ethyl)-2-[4-(2-hydroxy-ethyl)-2-oxo-1,2-dihydro-indol-3-ylidenemethyl]-3-methyl-1,5,6,7-tetrahydro-pyrrolo[3,2-c]pyridin-4-one (30 mg, 35.0%) as a yellow solid. Reactants: O=C1CCC(=O)N1Br, O=C(OOC(=O)c1ccccc1)c1ccccc1, ClC(Cl)(Cl)Cl, CCCc1ccccc1OC(C)=CC(=O)OCC. Yields the product CCCc1ccccc1OC(=CC(=O)OCC)CBr. RXN SMILES: [Br:19][N:20]1[C:21](=[O:22])[CH2:23][CH2:24][C:25]1=[O:26].[C:27]([O:28][O:29][C:30](=[O:31])[c:32]1[cH:33][cH:34][cH:35][cH:36][cH:37]1)(=[O:38])[c:39]1[cH:40][cH:41][cH:42][cH:43][cH:44]1.[C:45]([Cl:46])([Cl:47])([Cl:48])[Cl:49].[CH2:1]([CH3:2])[O:3][C:4]([CH:5]=[C:6]([CH3:7])[O:8][c:9]1[c:10]([CH2:15][CH2:16][CH3:17])[cH:11][cH:12][cH:13][cH:14]1)=[O:18]>>[CH2:1]([CH3:2])[O:3][C:4]([CH:5]=[C:6]([CH2:7][Br:19])[O:8][c:9]1[c:10]([CH2:15][CH2:16][CH3:17])[cH:11][cH:12][cH:13][cH:14]1)=[O:18]. Starting materials: Brc1ccc2c(c1)-c1nc(I)cn1CCO2, O=C([O-])[O-], CCOC(C)=O, CC(C)n1cncn1, [Cs+], [Cs+], [Cu]I, CC(=O)[O-], CC(=O)[O-], CN(C)C=O, [Pd+2]. The product is CC(C)n1ncnc1-c1cn2c(n1)-c1cc(Br)ccc1OCC2. RXN SMILES: [Br:1][c:2]1[cH:3][cH:4][c:5]2[c:6]([cH:16]1)-[c:7]1[n:8]([cH:12][c:13]([I:15])[n:14]1)[CH2:9][CH2:10][O:11]2.[C:25](=[O:26])([O-:27])[O-:28].[CH3:36][CH2:37][O:38][C:39]([CH3:40])=[O:41].[CH:17]([CH3:18])([CH3:19])[n:20]1[n:21][cH:22][n:23][cH:24]1.[Cs+:29].[Cs+:30].[Cu:42][I:43].[O-:45][C:46]([CH3:47])=[O:48].[O-:49][C:50]([CH3:51])=[O:52].[O:31]=[CH:32][N:33]([CH3:34])[CH3:35].[Pd+2:44]>>[Br:1][c:2]1[cH:3][cH:4][c:5]2[c:6]([cH:16]1)-[c:7]1[n:8]([cH:12][c:13](-[c:24]3[n:20]([CH:17]([CH3:18])[CH3:19])[n:21][cH:22][n:23]3)[n:14]1)[CH2:9][CH2:10][O:11]2. Starting materials: C1=C2CCC=C2CCCCCCCCC1, Cc1ccccc1. The product is C1CCCCCC2=C(CCCC1)CCC2. Reaction SMILES: [C:1]12=[CH:2][CH2:3][CH2:4][CH2:5][CH2:6][CH2:7][CH2:8][CH2:9][CH2:10][CH2:11][C:12]1=[CH:13][CH2:14][CH2:15]2.[CH3:16][c:17]1[cH:18][cH:19][cH:20][cH:21][cH:22]1>>[C:1]12=[C:12]([CH2:11][CH2:10][CH2:9][CH2:8][CH2:7][CH2:6][CH2:5][CH2:4][CH2:3][CH2:2]1)[CH2:13][CH2:14][CH2:15]2.